describe an organic reaction: reactants, conditions, products, and yield From a dataset of the Open Reaction Database (ORD), a public repository of structured organic reaction records. Starting materials: ice water, C(C)(=O)NCCCCC1=CC=CC=C1 ([4-(acetylamino)butyl]benzene), ClC(C(=O)Cl)C (2-chloropropionyl chloride), [Cl-].[Al+3].[Cl-].[Cl-] (aluminum chloride). Run in ClC(C)Cl (dichloroethane). Conditions: temperature 5 celsius, time 1 hour. The product is C(C)(=O)NCCCCC1=CC=C(C=C1)C(C(C)Cl)=O (4-[4-(acetylamino)butyl]-1-(2-chloropropionyl)benzene). Isolated yield 93.1%. As a reaction SMILES: [Cl-].[Al+3].[Cl-].[Cl-].[C:5]([NH:8][CH2:9][CH2:10][CH2:11][CH2:12][C:13]1[CH:18]=[CH:17][CH:16]=[CH:15][CH:14]=1)(=[O:7])[CH3:6].[Cl:19][CH:20]([CH3:24])[C:21](Cl)=[O:22]>ClC(Cl)C>[C:5]([NH:8][CH2:9][CH2:10][CH2:11][CH2:12][C:13]1[CH:14]=[CH:15][C:16]([C:21](=[O:22])[CH:20]([Cl:19])[CH3:24])=[CH:17][CH:18]=1)(=[O:7])[CH3:6] |f:0.1.2.3|. Procedure details: Under ice cooling, 20.9 g of anhydrous aluminum chloride was added to 200 ml of a dichloroethane solution containing 10.0 g of [4-(acetylamino)butyl]benzene and 9.96 g of 2-chloropropionyl chloride, and the mixture was stirred at 5° C. for 1 hour. The reaction mixture was poured into ice water, and the organic layer was collected by separation. After the organic layer was washed with water and dried, the solvent was removed to obtain 13.71 g of 4-[4-(acetylamino)butyl]-1-(2-chloropropionyl)benze...